Task: describe an organic reaction: reactants, conditions, products, and yield. Dataset: the Open Reaction Database (ORD), a public repository of structured organic reaction records Reactants: Cc1cc(Br)cc(Cl)c1O, BrCc1ccccc1, [K+], [K+], O=C([O-])[O-], CN(C)C=O. Product: Cc1cc(Br)cc(Cl)c1OCc1ccccc1. Reaction SMILES: [Br:1][c:2]1[cH:3][c:4]([Cl:10])[c:5]([OH:9])[c:6]([CH3:8])[cH:7]1.[CH2:11]([c:12]1[cH:13][cH:14][cH:15][cH:16][cH:17]1)[Br:18].[K+:19].[K+:20].[O-:21][C:22]([O-:23])=[O:24].[O:25]=[CH:26][N:27]([CH3:28])[CH3:29]>>[Br:1][c:2]1[cH:3][c:4]([Cl:10])[c:5]([O:9][CH2:11][c:12]2[cH:13][cH:14][cH:15][cH:16][cH:17]2)[c:6]([CH3:8])[cH:7]1. Reactants: C1(=CC=C(C=C1)S(=O)(=O)[O-])C.[NH+]1=CC=CC=C1 (pyridinium p-toluenesulfonate), Cl.CON (O-methylhydroxylamine hydrochloride), C(O)([O-])=O.[Na+] (sodium hydrogen carbonate), CS(=O)(=O)Cl (methanesulfonyl chloride), C(C1=CC=CC=C1)(=O)O[C@@H]1[C@H](OC(C1(F)F)O)COC(C1=CC=CC=C1)=O ((2R,3R)-2-((benzoyloxy)methyl)-4,4-difluoro-5-hydroxyoxolan-3-yl benzoate), C(O)([O-])=O.[Na+] (sodium hydrogen carbonate). Run in C(C)N(CC)CC (triethylamine), mixed solvent, C(C)#N.O (acetonitrile water), O1CCCC1 (tetrahydrofuran), C(C)N(CC)CC (triethylamine). Run at time 2 hour. The product is C(C1=CC=CC=C1)(=O)OC[C@H]([C@H](C(/C=N/OC)(F)F)OC(C1=CC=CC=C1)=O)OS(=O)(=O)C ((2R,3R,5E)-3-benzoyloxy-4,4-difluoro-2-(methylsulfonyloxy)-5-(methoxyimino)pentyl benzoate). The yield is 127.5%. Reaction SMILES: [C:1]([O:9][C@H:10]1[C:14]([F:16])([F:15])[CH:13](O)[O:12][C@@H:11]1[CH2:18][O:19][C:20](=[O:27])[C:21]1[CH:26]=[CH:25][CH:24]=[CH:23][CH:22]=1)(=[O:8])[C:2]1[CH:7]=[CH:6][CH:5]=[CH:4][CH:3]=1.Cl.[CH3:29][O:30][NH2:31].C1(C)C=C[C:35]([S:38]([O-])(=[O:40])=[O:39])=CC=1.[NH+]1C=CC=CC=1.C(=O)([O-])O.[Na+].CS(Cl)(=O)=O>C(#N)C.O.O1CCCC1.C(N(CC)CC)C>[C:20]([O:19][CH2:18][C@@H:11]([O:12][S:38]([CH3:35])(=[O:40])=[O:39])[C@@H:10]([O:9][C:1](=[O:8])[C:2]1[CH:7]=[CH:6][CH:5]=[CH:4][CH:3]=1)[C:14]([F:15])([F:16])/[CH:13]=[N:31]/[O:30][CH3:29])(=[O:27])[C:21]1[CH:26]=[CH:25][CH:24]=[CH:23][CH:22]=1 |f:1.2,3.4,5.6,8.9|. Procedure: 190 mg of (2R,3R)-2-((benzoyloxy)methyl)-4,4-difluoro-5-hydroxyoxolan-3-yl benzoate was dissolved in 4 mL of a mixed solvent of acetonitrile/water (3/1), and thereafter, 83.5 mg of O-methylhydroxylamine hydrochloride and 0.09 mL of triethylamine were added to the obtained solution. The thus obtained mixture was then stirred for 2 hours. Thereafter, 82 mg of pyridinium p-toluenesulfonate was added to the reaction mixture, and the thus obtained mixture was then stirred for 69 hours. Thereafter, a ... Reactants: NC1=NC(=CC(=N1)C1=CC(=C(C#N)C(=C1)F)F)N1[C@@H](COCC1)C(C)C (4-{2-Amino-6-[(3R)-3-(1-methylethyl)-4-morpholinyl]-4-pyrimidinyl}-2,6-difluorobenzonitrile), C1(=CC=CC=C1)C (toluene), CC[O-].[Na+] (NaOEt), stock solution. The solvent is CN(C)C=O (DMF). Reaction conditions: time 20 hour. Yields the product NC1=NC(=CC(=N1)C1=CC(=C(C#N)C(=C1)F)OCC)N1[C@@H](COCC1)C(C)C (4-{2-Amino-6-[(3R)-3-(1-methylethyl)-4-morpholinyl]-4-pyrimidinyl}-2-(ethyloxy)-6-fluorobenzonitrile). RXN SMILES: [NH2:1][C:2]1[N:7]=[C:6]([C:8]2[CH:15]=[C:14](F)[C:11]([C:12]#[N:13])=[C:10]([F:17])[CH:9]=2)[CH:5]=[C:4]([N:18]2[CH2:23][CH2:22][O:21][CH2:20][C@H:19]2[CH:24]([CH3:26])[CH3:25])[N:3]=1.C1(C)C=CC=CC=1.[CH3:34][CH2:35][O-:36].[Na+]>CN(C=O)C>[NH2:1][C:2]1[N:7]=[C:6]([C:8]2[CH:9]=[C:10]([F:17])[C:11]([C:12]#[N:13])=[C:14]([O:36][CH2:35][CH3:34])[CH:15]=2)[CH:5]=[C:4]([N:18]2[CH2:23][CH2:22][O:21][CH2:20][C@H:19]2[CH:24]([CH3:26])[CH3:25])[N:3]=1 |f:2.3|. Procedure: 4-{2-Amino-6-[(3R)-3-(1-methylethyl)-4-morpholinyl]-4-pyrimidinyl}-2,6-difluorobenzonitrile (405 mg, 1.12 mmol) was azeotroped with toluene (2×15 mL). The residue was dissolved in 5 mL of DMF as a yellow clear solution, to which was added NaOEt (1.45 mL of a stock solution with concentration of 0.87 mmol/mL, 1.25 mmol, 1.12 equiv) at room temperature in one portion. The resulting light orange clear solution was stirred at room temperature for 20 hours. LCMS showed conversion complete. The mixtur... Reactants: OCC1=CSC2=C1C=C(C=C2)C2=CC=C(C(=O)OC)C=C2 (methyl 4-(3-(hydroxymethyl)-1-benzothien-5-yl)benzoate), CC(=O)OI1(C=2C=CC=CC2C(=O)O1)(OC(=O)C)OC(=O)C (Dess-Martin periodinane). Solvent: ClCCl (dichloromethane). The product is C(=O)C1=CSC2=C1C=C(C=C2)C2=CC=C(C(=O)OC)C=C2 (methyl 4-(3-formyl-1-benzothien-5-yl)benzoate). RXN SMILES: [OH:1][CH2:2][C:3]1[C:7]2[CH:8]=[C:9]([C:12]3[CH:21]=[CH:20][C:15]([C:16]([O:18][CH3:19])=[O:17])=[CH:14][CH:13]=3)[CH:10]=[CH:11][C:6]=2[S:5][CH:4]=1.CC(OI1(OC(C)=O)(OC(C)=O)OC(=O)C2C=CC=CC1=2)=O>ClCCl>[CH:2]([C:3]1[C:7]2[CH:8]=[C:9]([C:12]3[CH:21]=[CH:20][C:15]([C:16]([O:18][CH3:19])=[O:17])=[CH:14][CH:13]=3)[CH:10]=[CH:11][C:6]=2[S:5][CH:4]=1)=[O:1]. Procedure details: A solution of Example 326B (298 mg, 1 mmol) and Dess-Martin periodinane (466 mg, 1.1 mmol) in dichloromethane at room temperature was stirred for 90 minutes and purified by flash chromatography on silica gel with 20% ethyl acetate/hexanes to provide the desired product. MS (ESI(+)) m/e 297 (M+H)+. Starting materials: palladium-on-silicon-carbide, C(=O)OCCCC (n-butyl formate). Solvent: C(CCC)O (n-butanol). The product is C(C(=O)OCCCC)(=O)OCCCC (di-n-butyl oxalate). Reaction SMILES: [CH:1]([O:3][CH2:4][CH2:5][CH2:6][CH3:7])=[O:2]>C(O)CCC>[C:1]([O:3][CH2:4][CH2:5][CH2:6][CH3:7])(=[O:2])[C:1]([O:3][CH2:4][CH2:5][CH2:6][CH3:7])=[O:2]. Procedure details: Experiment was run in the same manner as in Example 4 except that the catalyst was replaced by 1.0 wt.% palladium-on-silicon-carbide. As the result, it was found that n-butyl formate was produced in a space time yield of 202 g./l.-catalyst.hr and small amounts of di-n-butyl oxalate and n-butanol were by-produced. Starting materials: [Cl-].[Cl-].C(C)[Al+2] (ethylaluminum dichloride), CC=1N(C(=CC1CC1=C(C=CC=C1)S(=O)(=O)N1CCCC1)C)CC(=O)OCC (ethyl 2-(2,5-dimethyl-3-(2-(pyrrolidin-1-ylsulfonyl)benzyl)-1H-pyrrol-1-yl)acetate), C(C)[Al](Cl)Cl (EtAlCl2), C(C1=CC=CC=C1)(=O)Cl (benzoyl chloride), C(C1=CC=CC=C1)(=O)Cl (benzoyl chloride). The solvent is C1(=CC=CC=C1)C (toluene), C(Cl)Cl (DCM). Run at time 5.25 hour. The product is C(C1=CC=CC=C1)(=O)C1=C(N(C(=C1CC1=C(C=CC=C1)S(=O)(=O)N1CCCC1)C)CC(=O)OCC)C (ethyl 2-(3-benzoyl-2,5-dimethyl-4-(2-(pyrrolidin-1-ylsulfonyl)benzyl)-1H-pyrrol-1-yl)acetate). The yield is 91.5%. RXN SMILES: [CH3:1][C:2]1[N:3]([CH2:23][C:24]([O:26][CH2:27][CH3:28])=[O:25])[C:4]([CH3:22])=[CH:5][C:6]=1[CH2:7][C:8]1[CH:13]=[CH:12][CH:11]=[CH:10][C:9]=1[S:14]([N:17]1[CH2:21][CH2:20][CH2:19][CH2:18]1)(=[O:16])=[O:15].[Cl-].[Cl-].C([Al+2])C.[C:34](Cl)(=[O:41])[C:35]1[CH:40]=[CH:39][CH:38]=[CH:37][CH:36]=1>C(Cl)Cl.C1(C)C=CC=CC=1>[C:34]([C:5]1[C:6]([CH2:7][C:8]2[CH:13]=[CH:12][CH:11]=[CH:10][C:9]=2[S:14]([N:17]2[CH2:21][CH2:20][CH2:19][CH2:18]2)(=[O:15])=[O:16])=[C:2]([CH3:1])[N:3]([CH2:23][C:24]([O:26][CH2:27][CH3:28])=[O:25])[C:4]=1[CH3:22])(=[O:41])[C:35]1[CH:40]=[CH:39][CH:38]=[CH:37][CH:36]=1 |f:1.2.3|. Procedure details: In a small vial charged with ethyl 2-(2,5-dimethyl-3-(2-(pyrrolidin-1-ylsulfonyl)benzyl)-1H-pyrrol-1-yl)acetate (143.7 mg, 0.355 mmol) in DCM (4 mL), at 0° C., was added dropwise a solution of ethylaluminum dichloride (444 μL, 0.444 mmol) in toluene. The reaction mixture turned deep rose color and benzoyl chloride (61.9 μL, 0.533 mmol) was added. The resulting mixture became orange and slowly was allowed to warm to rt. The reaction was stirred 5.25 h and then cooled once again and an additional ... The reactants are ice water, solution, C(CCC)[Li] (butyllithium), hexanes, CC1(NC(CCC1)(C)C)C (2,2,6,6-tetramethylpiperidine), II (iodine), FC1=CC=C(C(=N1)C(F)(F)F)OCOCCOC (6-fluoro-3-((2-methoxyethoxy)methoxy)-2-(trifluoromethyl)pyridine). Solvent: O (water), C1CCOC1 (THF), C1CCOC1 (THF), C1CCOC1 (THF). Conditions: time 5 minute. Yields the product FC1=NC(=C(C=C1I)OCOCCOC)C(F)(F)F (2-fluoro-3-iodo-5-((2-methoxyethoxy)methoxy)-6-(trifluoromethyl)pyridine). The yield is 43.3%. Reaction SMILES: CC1(C)CCCC(C)(C)N1.C([Li])CCC.[F:16][C:17]1[N:22]=[C:21]([C:23]([F:26])([F:25])[F:24])[C:20]([O:27][CH2:28][O:29][CH2:30][CH2:31][O:32][CH3:33])=[CH:19][CH:18]=1.[I:34]I>C1COCC1.O>[F:16][C:17]1[C:18]([I:34])=[CH:19][C:20]([O:27][CH2:28][O:29][CH2:30][CH2:31][O:32][CH3:33])=[C:21]([C:23]([F:26])([F:25])[F:24])[N:22]=1. Procedure details: A dry 100 mL, 3-neck round bottom flask was fitted with an additional needle/septa, and inert atmosphere inlet, and a septa. The flask was charged with 2,2,6,6-tetramethylpiperidine (0.47 ml, 2.8 mmol), 5 mL dry THF and a stirbar. The flask was immersed in a ice-water bath and treated with a 1.6 M solution of butyllithium in hexanes (1.4 ml, 2.2 mmol) added over 15 minutes via syringe pump. The solution was stirred an additional 5 minutes and the ice-water bath was replaced with a dry ice aceton...